From a dataset of the Open Reaction Database (ORD), a public repository of structured organic reaction records. describe an organic reaction: reactants, conditions, products, and yield The reactants are C(C)(=O)Cl (Acetyl chloride), OC=1C=C2CC(NCC2=CC1)C(=O)O (6-Hydroxy-1,2,3,4-tetrahydroisoquinoline-3-carboxylic acid). Conditions: time 10 minute. Product: OC=1C=C2CC(NCC2=CC1)C(=O)OCC (ethyl 6-hydroxy-1,2,3,4-tetrahydroisoquinoline-3-carboxylate). The yield is 140.4%. RXN SMILES: [C:1](Cl)(=O)[CH3:2].[OH:5][C:6]1[CH:7]=[C:8]2[C:13](=[CH:14][CH:15]=1)[CH2:12][NH:11][CH:10]([C:16]([OH:18])=[O:17])[CH2:9]2>>[OH:5][C:6]1[CH:7]=[C:8]2[C:13](=[CH:14][CH:15]=1)[CH2:12][NH:11][CH:10]([C:16]([O:18][CH2:1][CH3:2])=[O:17])[CH2:9]2. Procedure details: Acetyl chloride (30 mL, 33 g, 422 mmol) was added carefully to ice-cold anhydrous EtOH and the resulting solution was stirred at RT for 10 min. 6-Hydroxy-1,2,3,4-tetrahydroisoquinoline-3-carboxylic acid (3.30 g, 14 mmol) was added and the mixture was stirred at 50° C. for 5 h. The solvent was evaporated and the residue was dried under vacuum to yield ethyl 6-hydroxy-1,2,3,4-tetrahydroisoquinoline-3-carboxylate (4.35 g, crude yield>100%) as a yellow solid. MS expected 222.1 found 222.0. 1H NMR (4... The reactants are ICCCC (1-iodobutane), ice ammonium chloride, Mg, BrC=1C=CC2=C(C(CCCC2)(C)C)C1 (2-bromo-9,9-dimethyl-6,7,8,9-tetrahydro-5H-benzocycloheptene). The reagents and catalysts are [Cu]I (CuI). Run in O1CCCC1 (tetrahydrofuran). Conditions: temperature -15 celsius. The product is C(CCC)C=1C=CC2=C(C(CCCC2)(C)C)C1 (2-butyl-9,9-dimethyl-6,7,8,9-tetrahydro-5H-benzo-cycloheptene). As a reaction SMILES: Br[C:2]1[CH:3]=[CH:4][C:5]2[CH2:11][CH2:10][CH2:9][CH2:8][C:7]([CH3:13])([CH3:12])[C:6]=2[CH:14]=1.I[CH2:16][CH2:17][CH2:18][CH3:19]>[Cu]I.O1CCCC1>[CH2:16]([C:2]1[CH:3]=[CH:4][C:5]2[CH2:11][CH2:10][CH2:9][CH2:8][C:7]([CH3:13])([CH3:12])[C:6]=2[CH:14]=1)[CH2:17][CH2:18][CH3:19]. Procedure: The corresponding Grignard compound was prepared under argon from 304 mg of Mg shavings and 2.50 g of 2-bromo-9,9-dimethyl-6,7,8,9-tetrahydro-5H-benzocycloheptene in 25 ml of abs. tetrahydrofuran. After cooling to −15° C. 206 mg of CuI and 1.78 ml of 1-iodobutane were added in succession. The mixture was left to react at room temperature for 2 hours and then poured into ice/ammonium chloride solution. The solution was extracted with diethyl ether, washed with water, dried and evaporated. After f... Starting materials: C1CCNCC1, Oc1nc(C(F)(F)F)nc2cc(Cl)ccc12. Product: Oc1nc(C(F)(F)F)nc2cc(N3CCCCC3)ccc12. As a reaction SMILES: [CH2:17]1[CH2:18][CH2:19][NH:20][CH2:21][CH2:22]1.[Cl:1][c:2]1[cH:3][cH:4][c:5]2[c:6]([OH:16])[n:7][c:8]([C:12]([F:13])([F:14])[F:15])[n:9][c:10]2[cH:11]1>>[c:2]1([N:20]2[CH2:19][CH2:18][CH2:17][CH2:22][CH2:21]2)[cH:3][cH:4][c:5]2[c:6]([OH:16])[n:7][c:8]([C:12]([F:13])([F:14])[F:15])[n:9][c:10]2[cH:11]1. Reactants: CN(C)C=O, Cl[Fe]Cl, c1cc2cc3ccc(cc4ccc(cc5ccc(cc1n2)[nH]5)n4)[nH]3. The product is [Fe], c1cc2cc3ccc(cc4ccc(cc5ccc(cc1n2)[nH]5)n4)[nH]3. As a reaction SMILES: [CH3:28][N:29]([CH3:30])[CH:31]=[O:32].[Cl:25][Fe:26][Cl:27].[cH:1]1[cH:2][c:3]2[cH:4][c:5]3[cH:6][cH:7][c:8]([cH:9][c:10]4[cH:11][cH:12][c:13]([cH:14][c:15]5[cH:16][cH:17][c:18]([cH:19][c:20]1[n:21]2)[nH:22]5)[n:23]4)[nH:24]3>>[Fe:26].[cH:1]1[cH:2][c:3]2[cH:4][c:5]3[cH:6][cH:7][c:8]([cH:9][c:10]4[cH:11][cH:12][c:13]([cH:14][c:15]5[cH:16][cH:17][c:18]([cH:19][c:20]1[nH:21]2)[n:22]5)[nH:23]4)[n:24]3. Reactants: C([O-])(O)=O.[Na+] (sodium bicarbonate), A1-, 17,21-acetonide, C[C@]12CCC(=O)C=C1CC[C@@H]3[C@@H]2[C@@H](C[C@]4([C@H]3CC[C@@]4(C(=O)CO)O)C)O (11-epi-cortisol), N1=CC=CC=C1 (pyridine), C(C)(C)(C)CC(=O)Cl (t-butylacetyl chloride), Cl (HCl), C([O-])(O)=O.[K+] (potassium bicarbonate). The solvent is CC(=O)C (acetone), CO (methanol). Reaction conditions: time 48 hour. The product is C(=O)(O)CCC(OCC([C@]1(CC[C@H]2[C@@H]3CCC4=CC(C=C[C@]4(C)[C@H]3[C@@H](C[C@]12C)OC(CC(C)(C)C)=O)=O)O)=O)=O (21-(3-Carboxy-1-oxopropoxy)-17α-hydroxy-11α-(3,3-dimethyl-1-oxobutoxy)pregna-1,4-diene-3,20-dione). RXN SMILES: [CH3:1][C@@:2]12[C@H:12]3[C@H:13]([OH:26])[CH2:14][C@:15]4([CH3:25])[C@@:19]([OH:24])([C:20]([CH2:22][OH:23])=[O:21])[CH2:18][CH2:17][C@H:16]4[C@@H:11]3[CH2:10][CH2:9][C:8]1=[CH:7][C:5](=[O:6])[CH2:4][CH2:3]2.[C:27]([CH2:31][C:32](Cl)=[O:33])([CH3:30])([CH3:29])[CH3:28].Cl.[C:36](=[O:39])(O)[O-:37].[K+].[C:41](=[O:44])(O)[O-].[Na+].N1C=CC=[CH:48][CH:47]=1>CC(C)=O.CO>[C:36]([CH2:47][CH2:48][C:41](=[O:44])[O:23][CH2:22][C:20](=[O:21])[C@:19]1([OH:24])[C@:15]2([CH3:25])[C@H:16]([C@H:11]3[C@H:12]([C@H:13]([O:26][C:32](=[O:33])[CH2:31][C:27]([CH3:30])([CH3:29])[CH3:28])[CH2:14]2)[C@:2]2([CH3:1])[C:8](=[CH:7][C:5](=[O:6])[CH:4]=[CH:3]2)[CH2:9][CH2:10]3)[CH2:17][CH2:18]1)([OH:37])=[O:39] |f:3.4,5.6|. Procedure: The A1-, 17,21-acetonide of 11-epi-cortisol (4.90g) was dissolved in 25 ml of pyridine and reacted with 2.40 g of t-butylacetyl chloride for 6 hours at room temperature under nitrogen. The mixture was partitioned between ether and aqueous sodium bicarbonate. The organic phase washed with brine and was dried over sodium sulfate and concentrated. The residue was chromatographed on silica gel with 40/60 ethyl acetate hexane to yield 3.87 g of TLC pure product. This material was dissolved in 200 ml ... The reactants are C(C1=CC=CC=C1)SC1=NC=C2C(=N1)N(C(N(C2)C2=C(C=CC=C2)Cl)=O)CC(=O)OCC (7-benzylthio-3-(2-chlorophenyl)-1-(ethoxycarbonylmethyl)-3,4-dihydropyrimido[4,5-d]pyrimidin-2(1H)-one), O.[OH-].[Li+] (lithium hydroxide monohydrate). Run in CO (methanol), O (water), C(C)(=O)OCC.O (ethyl acetate water). Yields the product C(C1=CC=CC=C1)SC1=NC=C2C(=N1)N(C(N(C2)C2=C(C=CC=C2)Cl)=O)CC(=O)O (7-benzylthio-3-(2-chlorophenyl)-1-(hydroxycarbonylmethyl)-3,4-dihydropyrimido[4,5-d]pyrimidin-2(1H)-one). Yield: 81.0%. RXN SMILES: [CH2:1]([S:8][C:9]1[N:14]=[C:13]2[N:15]([CH2:27][C:28]([O:30]CC)=[O:29])[C:16](=[O:26])[N:17]([C:19]3[CH:24]=[CH:23][CH:22]=[CH:21][C:20]=3[Cl:25])[CH2:18][C:12]2=[CH:11][N:10]=1)[C:2]1[CH:7]=[CH:6][CH:5]=[CH:4][CH:3]=1.O.[OH-].[Li+]>CO.O.C(OCC)(=O)C.O>[CH2:1]([S:8][C:9]1[N:14]=[C:13]2[N:15]([CH2:27][C:28]([OH:30])=[O:29])[C:16](=[O:26])[N:17]([C:19]3[CH:24]=[CH:23][CH:22]=[CH:21][C:20]=3[Cl:25])[CH2:18][C:12]2=[CH:11][N:10]=1)[C:2]1[CH:7]=[CH:6][CH:5]=[CH:4][CH:3]=1 |f:1.2.3,6.7|. Procedure details: A mixture of 7-benzylthio-3-(2-chlorophenyl)-1-(ethoxycarbonylmethyl)-3,4-dihydropyrimido[4,5-d]pyrimidin-2(1H)-one (1.435 g, 3.36 mmol) and lithium hydroxide monohydrate (481 mg, 11.5 mmol) in methanol (10 mL) and water (30 mL) were refluxed for 48 hours. The reaction mixture was cooled to room temperature and diluted with ethyl acetate/water. The aqueous layer was adjusted to pH 4 and extracted with ethyl acetate. The combined organic extracts were dried, filtered and concentrated in vacuo to ... The reactants are COc1ccc(P2(=S)SP(=S)(c3ccc(OC)cc3)S2)cc1, Cc1ccccc1, CCOC(=O)c1nn(Cc2ccc(-c3cscn3)nc2)c2ccccc2c1=O. Yields the product CCOC(=O)c1nn(Cc2ccc(-c3cscn3)nc2)c2ccccc2c1=S. As a reaction SMILES: [CH3:29][O:30][c:31]1[cH:32][cH:33][c:34]([P:35]2(=[S:38])[S:36][P:37]([c:39]3[cH:40][cH:41][c:42]([O:43][CH3:44])[cH:45][cH:46]3)(=[S:47])[S:48]2)[cH:49][cH:50]1.[CH3:51][c:52]1[cH:53][cH:54][cH:55][cH:56][cH:57]1.[O:1]=[c:2]1[c:3]([C:24](=[O:25])[O:26][CH2:27][CH3:28])[n:4][n:5]([CH2:12][c:13]2[cH:14][n:15][c:16](-[c:19]3[n:20][cH:21][s:22][cH:23]3)[cH:17][cH:18]2)[c:6]2[cH:7][cH:8][cH:9][cH:10][c:11]12>>[c:2]1(=[S:38])[c:3]([C:24](=[O:25])[O:26][CH2:27][CH3:28])[n:4][n:5]([CH2:12][c:13]2[cH:14][n:15][c:16](-[c:19]3[n:20][cH:21][s:22][cH:23]3)[cH:17][cH:18]2)[c:6]2[cH:7][cH:8][cH:9][cH:10][c:11]12. Starting materials: C(=O)(OC)C1=CC=C(C=C1)P(C1=CC=CC=C1)C1=CC=CC=C1 (p-carbomethoxyphenyldiphenylphosphine), C(=O)(OC)C=1C=C(C=C(C1)C(=O)OC)S(=O)(=O)OC (methyl 3,5-bis(carbomethoxy)benzenesulfonate). Reaction conditions: temperature 130 celsius. Product: C(=O)(OC)C=1C=C(C=C(C1)C(=O)OC)S(=O)(=O)[O-].C(=O)(OC)C1=CC=C(C=C1)C[PH+](C1=CC=CC=C1)C1=CC=CC=C1 (4-carbomethoxyphenylmethyldiphenylphosphonium 3,5-bis(carbomethoxy)benzenesulfonate). Reaction SMILES: C([C:5]1[CH:10]=[CH:9][C:8]([P:11]([C:18]2C=CC=CC=2)[C:12]2[CH:17]=[CH:16][CH:15]=[CH:14][CH:13]=2)=[CH:7][CH:6]=1)(OC)=O.[C:24]([C:28]1[CH:29]=[C:30]([S:38]([O:41]C)(=[O:40])=[O:39])[CH:31]=[C:32]([C:34]([O:36][CH3:37])=[O:35])[CH:33]=1)([O:26][CH3:27])=[O:25]>>[C:34]([C:32]1[CH:31]=[C:30]([S:38]([O-:41])(=[O:40])=[O:39])[CH:29]=[C:28]([C:24]([O:26][CH3:27])=[O:25])[CH:33]=1)([O:36][CH3:37])=[O:35].[C:34]([C:32]1[CH:33]=[CH:28][C:29]([CH2:18][PH+:11]([C:8]2[CH:9]=[CH:10][CH:5]=[CH:6][CH:7]=2)[C:12]2[CH:17]=[CH:16][CH:15]=[CH:14][CH:13]=2)=[CH:30][CH:31]=1)([O:36][CH3:37])=[O:35] |f:2.3|. Procedure details: A mixture of 16.0 g (0.05 mol) of p-carbomethoxyphenyldiphenylphosphine and 14.41 g (0.05 mol) of methyl 3,5-bis(carbomethoxy)benzenesulfonate was heated in a 130° C. bath with nitrogen bubbling through the melt for 2.5 hours. The yield is 39.0%. Solvent: O (water). Reaction conditions: time 15 minute. Product: OCCNC(=O)C1=CN=C(S1)OC=1C=C2CCC(OC2=CC1)C1=C(C=CC=C1)C (2-(2-o-Tolyl-chroman-6-yloxy)-thiazole-5-carboxylic acid (2-hydroxy-ethyl)-amide), powder. RXN SMILES: [Li+].[C:2]1([CH3:27])[CH:7]=[CH:6][CH:5]=[CH:4][C:3]=1[CH:8]1[CH2:17][CH2:16][C:15]2[C:10](=[CH:11][CH:12]=[C:13]([O:18][C:19]3[S:20][C:21]([C:24]([O-])=[O:25])=[CH:22][N:23]=3)[CH:14]=2)[O:9]1.CN(C)C=O.ON1C2C=CC=CC=2N=N1.C[N:44]1CC[O:47][CH2:46][CH2:45]1.C(CN)O>O>[OH:47][CH2:46][CH2:45][NH:44][C:24]([C:21]1[S:20][C:19]([O:18][C:13]2[CH:14]=[C:15]3[C:10](=[CH:11][CH:12]=2)[O:9][CH:8]([C:3]2[CH:4]=[CH:5][CH:6]=[CH:7][C:2]=2[CH3:27])[CH2:17][CH2:16]3)=[N:23][CH:22]=1)=[O:25] |f:0.1|. Reported procedure: To a solution of 2-(2-o-tolyl-chroman-6-yloxy)-thiazole-5-carboxylic acid lithium salt (100 mg, 0.27 mmol) in dimethylformamide (2 ml) 1-(3-dimethylaminopropyl)-3-ethylcarbodiimide hydrochloride (72 mg, 0.38 mmol, 1.4 eq), 1-hydroxy-benzotriazole (51 mg, 0.38 mmol, 1.4 eq) and N-methylmorpholine (68 mg, 0.67 mmol, 2.5 eq) were added and the mixture was stirred at room temperature for 15 min. Ethanolamine (25 mg, 0.40 mmol, 1.5 eq) was added and stirring was continued for 16 h. The mixture was di... Starting materials: [Li+].C1(=C(C=CC=C1)C1OC2=CC=C(C=C2CC1)OC=1SC(=CN1)C(=O)[O-])C (2-(2-o-tolyl-chroman-6-yloxy)-thiazole-5-carboxylic acid lithium salt), CN(C=O)C (dimethylformamide), ON1N=NC2=C1C=CC=C2 (1-hydroxy-benzotriazole), CN1CCOCC1 (N-methylmorpholine), C(O)CN (Ethanolamine).